Dataset: the Open Reaction Database (ORD), a public repository of structured organic reaction records. Task: describe an organic reaction: reactants, conditions, products, and yield Starting materials: COc1ncc(C(F)(F)F)cc1C=NO, CC#N, O=P(Cl)(Cl)Cl. Product: COc1ncc(C(F)(F)F)cc1C#N. Reaction SMILES: [CH3:1][O:2][c:3]1[n:4][cH:5][c:6]([C:12]([F:13])([F:14])[F:15])[cH:7][c:8]1[CH:9]=[N:10][OH:11].[CH3:21][C:22]#[N:23].[P:16]([Cl:17])([Cl:18])([Cl:19])=[O:20]>>[CH3:1][O:2][c:3]1[n:4][cH:5][c:6]([C:12]([F:13])([F:14])[F:15])[cH:7][c:8]1[C:9]#[N:10]. Starting materials: C(C1=CC=CC=C1)N1C=CC(=CC=C1)OCCO (N-Benzyl-4-(2'-hydroxyethoxy)-1H-azepin), Br (hydrobromic acid). Reagents/catalysts: [Pd] (palladium on carbon). Run in O (water). Yields the product Br.OCCOC=1C=CNC=CC1 (4-(2'-hydroxyethoxy)-1H-azepin hydrobromide). RXN SMILES: C([N:8]1[CH:14]=[CH:13][CH:12]=[C:11]([O:15][CH2:16][CH2:17][OH:18])[CH:10]=[CH:9]1)C1C=CC=CC=1.[BrH:19]>O.[Pd]>[BrH:19].[OH:18][CH2:17][CH2:16][O:15][C:11]1[CH:10]=[CH:9][NH:8][CH:14]=[CH:13][CH:12]=1 |f:4.5|. Procedure: To a suspension of (B) (7.5 g) in water (20 ml), 1 N hydrobromic acid (30 ml) was added. The clear solution was hydrogenated over 10% palladium on carbon catalyst (4 g). After 3 hours the consumption of hydrogen ceased; the catalyst was filtered off, and the filtrate taken to dryness in vacuo. The residue was distilled twice with chloroform to give (C) as a viscous oil. The reactants are OC1=CC=C(C=C1)C(C1=CC=C(C=C1)CCC(=O)OC)=C1CC(CC(C1)(C)C)(C)C (methyl 3-{4-[(4-hydroxyphenyl)(3,3,5,5-tetramethylcyclohexylidene)methyl]phenyl}propanoate), CC1=NOC(=C1B(O)O)C ((3,5-dimethyl-4-isoxazolyl)boronic acid), C(=O)([O-])[O-].[Na+].[Na+] (Na2CO3). Product: C1(CCCCCC1)=C(C1=CC=C(C=C1)O)C1=CC=C(C=C1)C=1C(=NOC1C)C (4-{cycloheptylidene[4-(3,5-dimethyl-4-isoxazolyl)phenyl]methyl}phenol). Run in C1CCOC1.O (THF H2O). Reaction SMILES: [OH:1][C:2]1[CH:7]=[CH:6][C:5]([C:8](=[C:21]2[CH2:26][C:25](C)([CH3:27])[CH2:24][C:23](C)(C)[CH2:22]2)[C:9]2[CH:14]=[CH:13][C:12]([CH2:15][CH2:16][C:17](OC)=O)=[CH:11][CH:10]=2)=[CH:4][CH:3]=1.CC1[C:36](B(O)O)=[C:35](C)[O:34][N:33]=1.C([O-])([O-])=O.[Na+].[Na+]>Cl[Pd](Cl)([P](C1C=CC=CC=1)(C1C=CC=CC=1)C1C=CC=CC=1)[P](C1C=CC=CC=1)(C1C=CC=CC=1)C1C=CC=CC=1.C1COCC1.O>[C:21]1(=[C:8]([C:9]2[CH:14]=[CH:13][C:12]([C:15]3[C:16]([CH3:17])=[N:33][O:34][C:35]=3[CH3:36])=[CH:11][CH:10]=2)[C:5]2[CH:4]=[CH:3][C:2]([OH:1])=[CH:7][CH:6]=2)[CH2:26][CH2:25][CH2:27][CH2:24][CH2:23][CH2:22]1 |f:2.3.4,6.7,^1:49,68|. Procedure details: The procedure described for 202 was followed. A round-bottomed flask was charged with 4-[(4-bromophenyl)(cycloheptylidene)methyl]phenol (9) (0.100 g, 0.28 mmol), PdCl2(PPh3)2, (0.020 g, 0.028 mmol), (3,5-dimethyl-4-isoxazolyl)boronic acid (0.079 g, 0.56 mmol), Na2CO3 (0.060 g, 0.56 mmol), and THF/H2O (5 mL, 4:1). The reaction mixture was refluxed for 10 h. Standard workup and purification by flash silica gel chromatography provided 0.120 g (78%) of the title compound 206 as an off-white solid. 1... Reagents/catalysts: Cl[Pd]([P](C1=CC=CC=C1)(C2=CC=CC=C2)C3=CC=CC=C3)([P](C4=CC=CC=C4)(C5=CC=CC=C5)C6=CC=CC=C6)Cl (PdCl2(PPh3)2). Isolated yield 114.7%. Reactants: CC(=CCCC#C)C (6-Methyl-5-hepten-1-yne), [Cl-] (chloride), Example 6, Grignard reagent, CN(C)P(=O)(N(C)C)N(C)C (HMPA), CCCCCC.CCOC(=O)C (hexane EtOAc). Run in C1CCOC1 (THF), CCCCCC.CCOCC (hexane ether), C1CCOC1 (THF). The product is C\C(=C/CCCCO)\CCC=C(C)C ((E)-6,10-Dimethyl-5,9-undecadien-1-ol). The yield is 74.0%. Reaction SMILES: [CH3:1][C:2]([CH3:8])=[CH:3]CCC#C.[CH3:9]N(P(N(C)C)(N(C)C)=O)C.[Cl-].[CH3:21][CH2:22][CH2:23][CH2:24][CH2:25][CH3:26].[CH3:27][CH2:28][O:29]C(C)=O>C1COCC1.CCCCCC.CCOCC>[CH3:9]/[C:23](/[CH2:22][CH2:21][CH:3]=[C:2]([CH3:1])[CH3:8])=[CH:24]\[CH2:25][CH2:26][CH2:27][CH2:28][OH:29] |f:3.4,6.7|. Procedure details: A solution of 198 mL (58.0 mmol) of 0.29M Example 1, Part B-(2) Grignard reagent in THF and 48 mL (275.9 mmol) of HMPA at 0° C. under argon was treated dropwise with 2.0 g (11.6 mmol) of Example 6, Part A chloride in 20 mL of THF. After addition, the reaction was allowed to warm to room temperature for 2 hours, at which point the reaction was diluted with 1:1 hexane/ether and quenched with 1N HCl solution. THe organic layer was washed with 1N HCl followed by water, saturated sodium bicarbonate, ... The reactants are [Si](C)(C)(C(C)(C)C)OC(CCCCCCC1=CC=CC=C1)C=1OC(=CN1)C1=CC=C(C=C1)F (2-(1-(tert-Butyldimethylsilyloxy)-7-phenylheptyl)-5-(4-fluorophenyl)oxazole), [Si](C)(C)(C(C)(C)C)OC(CCCCCCC1=CC=CC=C1)C=1OC(=CN1)[Sn](CCCC)(CCCC)CCCC (2-(1-(tert-butyldimethylsilyloxy)-7-phenylheptyl)-5-(tributylstannyl)oxazole), FC1=CC=C(C=C1)I (1-fluoro-4-iodobenzene). Product: EtOAc hexanes, FC1=CC=C(C=C1)C1=CN=C(O1)C(CCCCCCC1=CC=CC=C1)=O (1-(5-(4-Fluorophenyl)oxazol-2-yl)-7-phenylheptan-1-one). The yield is 61.0%. As a reaction SMILES: [Si]([O:8][CH:9]([C:22]1[O:23][C:24]([C:27]2[CH:32]=[CH:31][C:30]([F:33])=[CH:29][CH:28]=2)=[CH:25][N:26]=1)[CH2:10][CH2:11][CH2:12][CH2:13][CH2:14][CH2:15][C:16]1[CH:21]=[CH:20][CH:19]=[CH:18][CH:17]=1)(C(C)(C)C)(C)C.[Si](OC(C1OC([Sn](CCCC)(CCCC)CCCC)=CN=1)CCCCCCC1C=CC=CC=1)(C(C)(C)C)(C)C.FC1C=CC(I)=CC=1>>[F:33][C:30]1[CH:29]=[CH:28][C:27]([C:24]2[O:23][C:22]([C:9](=[O:8])[CH2:10][CH2:11][CH2:12][CH2:13][CH2:14][CH2:15][C:16]3[CH:17]=[CH:18][CH:19]=[CH:20][CH:21]=3)=[N:26][CH:25]=2)=[CH:32][CH:31]=1. Reported procedure: 2-(1-(tert-Butyldimethylsilyloxy)-7-phenylheptyl)-5-(4-fluorophenyl)oxazole. The title compound was prepared from 2-(1-(tert-butyldimethylsilyloxy)-7-phenylheptyl)-5-(tributylstannyl)oxazole (81 mg, 0.122 mmol) and 1-fluoro-4-iodobenzene following General Procedure A. Flash chromatography (2% EtOAc/hexanes) yielded the title compound as a clear oil (40 mg, 61%): 1H NMR (CDCl3, 600 MHz) δ 7.63-7.61 (m, 2H), 7.27-7.24 (m, 4H), 7.17-7.11 (m, 4H), 4.88 (t, 1H, J=6.0 Hz), 2.58 (t, 2H, J=7.5 Hz), 1.95... Starting materials: Fc1ccnc(Cl)c1, ClCCl, [K+], [K+], Cc1csc(-c2ccc(=O)n(CCN)n2)c1, [Na+], O=C([O-])[O-], O=C([O-])O, CN(C)C=O. Product: Cc1csc(-c2ccc(=O)n(CCNc3ccnc(Cl)c3)n2)c1. As a reaction SMILES: [Cl:1][c:2]1[n:3][cH:4][cH:5][c:6]([F:8])[cH:7]1.[Cl:41][CH2:42][Cl:43].[K+:25].[K+:26].[NH2:9][CH2:10][CH2:11][n:12]1[n:13][c:14](-[c:19]2[s:20][cH:21][c:22]([CH3:24])[cH:23]2)[cH:15][cH:16][c:17]1=[O:18].[Na+:35].[O-:27][C:28]([O-:29])=[O:30].[O-:31][C:32]([OH:33])=[O:34].[O:36]=[CH:37][N:38]([CH3:39])[CH3:40]>>[Cl:1][c:2]1[n:3][cH:4][cH:5][c:6]([NH:9][CH2:10][CH2:11][n:12]2[n:13][c:14](-[c:19]3[s:20][cH:21][c:22]([CH3:24])[cH:23]3)[cH:15][cH:16][c:17]2=[O:18])[cH:7]1. Reactants: S(=O)(=O)(Cl)Cl (Sulfuryl chloride), C(C)(=O)O (acetic acid), FC(C1=C(C=C(C=C1)C(F)(F)F)NC1=NC(=CC(N1CCCC)=O)C(F)(F)F)(F)F (2-{2,5-bis(trifluoromethyl)phenyl}amino-3-butyl-6-trifluoromethyl-4(3H)-pyrimidinone), C([O-])(O)=O.[Na+] (sodium bicarbonate). Run in CCOCC (ether). Conditions: time 1 hour. The product is FC(C1=C(C=C(C=C1)C(F)(F)F)NC1=NC(=C(C(N1CCCC)=O)Cl)C(F)(F)F)(F)F (2-{2,5-bis(trifluoromethyl)phenyl}amino-3-butyl-5-chloro-6-trifluoromethyl-4(3H)-pyrimidinone). The yield is 90.0%. Reaction SMILES: S(Cl)([Cl:4])(=O)=O.C(O)(=O)C.[F:10][C:11]([F:39])([F:38])[C:12]1[CH:17]=[CH:16][C:15]([C:18]([F:21])([F:20])[F:19])=[CH:14][C:13]=1[NH:22][C:23]1[N:28]([CH2:29][CH2:30][CH2:31][CH3:32])[C:27](=[O:33])[CH:26]=[C:25]([C:34]([F:37])([F:36])[F:35])[N:24]=1.C(=O)(O)[O-].[Na+]>CCOCC>[F:39][C:11]([F:38])([F:10])[C:12]1[CH:17]=[CH:16][C:15]([C:18]([F:20])([F:19])[F:21])=[CH:14][C:13]=1[NH:22][C:23]1[N:28]([CH2:29][CH2:30][CH2:31][CH3:32])[C:27](=[O:33])[C:26]([Cl:4])=[C:25]([C:34]([F:35])([F:36])[F:37])[N:24]=1 |f:3.4|. Procedure: Sulfuryl chloride (0.011 ml) was added to acetic acid (1.3 ml) solution of 2-{2,5-bis(trifluoromethyl)phenyl}amino-3-butyl-6-trifluoromethyl-4(3H)-pyrimidinone (60 mg, 0.13 mmol) which had been synthesized in accordance with the method of Example 24, followed by stirring at room temperature for 1 hour. After completion of the reaction, ether (20 ml) was saturated sodium bicarbonate aqueous solution (20 ml) were added to the reaction solution to separate the organic layer, and the resulting aqueo...